This data is from the Open Reaction Database (ORD), a public repository of structured organic reaction records. The task is: describe an organic reaction: reactants, conditions, products, and yield Isolated yield 40.3%. Solvent: C(C)(=O)OCC (ethyl acetate), CN(C=O)C (N,N-dimethylformamide). RXN SMILES: [CH3:1][O:2][C:3]1[CH:8]=[C:7]([CH2:9][NH:10][CH2:11][CH2:12][CH2:13][NH:14][CH2:15][CH2:16][CH2:17][CH2:18][NH:19][CH2:20][CH2:21][CH2:22][NH2:23])[CH:6]=[CH:5][C:4]=1[OH:24].[Na].[Cl:26][C:27]1[N:32]=[C:31]([NH:33][CH:34]([CH2:42][CH3:43])[C:35]2[CH:40]=[CH:39][C:38]([OH:41])=[CH:37][CH:36]=2)[CH:30]=[C:29]([CH2:44][CH3:45])[N:28]=1.[CH2:46]([O:48][CH:49]([O:52][CH2:53][CH3:54])[CH2:50]Br)[CH3:47].O.C1(C)C=CC=CC=1>CN(C)C=O.C(OCC)(=O)C>[CH3:1][O:2][C:3]1[CH:8]=[C:7]([CH2:9][NH:10][CH2:11][CH2:12][CH2:13][NH:14][CH2:15][CH2:16][CH2:17][CH2:18][NH:19][CH2:20][CH2:21][CH2:22][NH2:23])[CH:6]=[CH:5][C:4]=1[OH:24].[Cl:26][C:27]1[N:32]=[C:31]([NH:33][CH:34]([CH2:42][CH3:43])[C:35]2[CH:40]=[CH:39][C:38]([O:41][CH2:50][CH:49]([O:52][CH2:53][CH3:54])[O:48][CH2:46][CH3:47])=[CH:37][CH:36]=2)[CH:30]=[C:29]([CH2:44][CH3:45])[N:28]=1 |f:0.1.2,8.9,^1:24|. The reactants are C1(=CC=CC=C1)C (toluene), COC1=C(C=CC(=C1)CNCCCNCCCCNCCCN)O.[Na].ClC1=NC(=CC(=N1)NC(C1=CC=C(C=C1)O)CC)CC (dl-5 chloro-6-ethyl-4-(α-ethyl-4-hydroxybenzyl)aminopyrimidine sodium salt), O (water), C(C)OC(CBr)OCC (bromoacetaldehyde diethylacetal). Procedure details: To a solution of 5.0 g of dl-5-chloro-6-ethyl-4-(α-ethyl-4-hydroxybenzyl)aminopyrimidine sodium salt dissolved in 50 ml of N,N-dimethylformamide was added 4.8 g of bromoacetaldehyde diethylacetal, and the mixture was stirred at 80° C. for 8 hours. After completion of the reaction, the reaction mixture was charged into water and the separated oily product was extracted with ethyl acetate. The extract was washed with water, dried with anhydrous sodium sulfate, and then ethyl acetate was distilled ... Yields the product COC1=C(C=CC(=C1)CNCCCNCCCCNCCCN)O.ClC1=NC(=CC(=N1)NC(C1=CC=C(C=C1)OCC(OCC)OCC)CC)CC (dl-5 chloro-6-ethyl-4-[α-ethyl-4-(2,2-diethoxyethoxy)benzyl]aminopyrimidine). Conditions: temperature 80 celsius, time 8 hour.